Dataset: the Open Reaction Database (ORD), a public repository of structured organic reaction records. Task: describe an organic reaction: reactants, conditions, products, and yield The reactants are N1(CCCC1)CC1NCCOC1 (3-(pyrrolidin-1-ylmethyl)morpholine), CC=1C=C2C(CC(C2=CC1)C(=O)Cl)=O (5-methyl-3-oxo-indan-1-carbonyl chloride). Run in C(C)N(CC)CC (triethylamine). Yields the product Cl.CC=1C=C2C(CC(C2=CC1)C(=O)N1C(COCC1)CN1CCCC1)=O (4-(5-methyl-3-oxoindan-1-carbonyl)-3-(pyrrolidin-1-ylmethyl)morpholine hydrochloride). Yield: 15.3%. RXN SMILES: [N:1]1([CH2:6][CH:7]2[CH2:12][O:11][CH2:10][CH2:9][NH:8]2)[CH2:5][CH2:4][CH2:3][CH2:2]1.[CH3:13][C:14]1[CH:15]=[C:16]2[C:20](=[CH:21][CH:22]=1)[CH:19]([C:23]([Cl:25])=[O:24])[CH2:18][C:17]2=[O:26]>C(N(CC)CC)C>[ClH:25].[CH3:13][C:14]1[CH:15]=[C:16]2[C:20](=[CH:21][CH:22]=1)[CH:19]([C:23]([N:8]1[CH2:9][CH2:10][O:11][CH2:12][CH:7]1[CH2:6][N:1]1[CH2:2][CH2:3][CH2:4][CH2:5]1)=[O:24])[CH2:18][C:17]2=[O:26] |f:3.4|. Procedure: The procedure described in Example 24 was repeated, but using 0.89 g of 3-(pyrrolidin-1-ylmethyl)morpholine, 2.2 ml of triethylamine and 0.83 g of 5-methyl-3-oxo-indan-1-carbonyl chloride, to afford 0.23 g of the title compound, melting at 225°-230° C. The reactants are BrC=1SC=NN1 (2-bromo-1,3,4-thiadiazole), NCCCN (1,3-diaminopropane). Yields the product NCCCNC=1SC=NN1 (2-(3-aminopropylamino)-1,3,4-thiadiazole). RXN SMILES: Br[C:2]1[S:3][CH:4]=[N:5][N:6]=1.[NH2:7][CH2:8][CH2:9][CH2:10][NH2:11]>>[NH2:7][CH2:8][CH2:9][CH2:10][NH:11][C:2]1[S:3][CH:4]=[N:5][N:6]=1. Reported procedure: By the procedure of Example 188, 2-bromo-1,3,4-thiadiazole is reacted with 1,3-diaminopropane to give 2-(3-aminopropylamino)-1,3,4-thiadiazole and this intermediate is reacted with methyl isothiocyanate to give N-methyl-N'-[3-(2-(1,3,4-thiadiazolyl)amino)propyl]thiourea.